From a dataset of the Open Reaction Database (ORD), a public repository of structured organic reaction records. describe an organic reaction: reactants, conditions, products, and yield The reactants are C1COCCO1, CCOC(C)=O, Oc1nc2ccc(Cl)nc2nc1-c1ccccc1, NN, O, O. The product is NNc1ccc2nc(O)c(-c3ccccc3)nc2n1. As a reaction SMILES: [CH2:29]1[O:30][CH2:31][CH2:32][O:33][CH2:34]1.[CH3:22][CH2:23][O:24][C:25]([CH3:26])=[O:27].[Cl:1][c:2]1[cH:3][cH:4][c:5]2[c:6]([n:7][c:8](-[c:12]3[cH:13][cH:14][cH:15][cH:16][cH:17]3)[c:9]([OH:11])[n:10]2)[n:18]1.[NH2:20][NH2:21].[OH2:19].[OH2:28]>>[c:2]1([NH:20][NH2:21])[cH:3][cH:4][c:5]2[c:6]([n:7][c:8](-[c:12]3[cH:13][cH:14][cH:15][cH:16][cH:17]3)[c:9]([OH:11])[n:10]2)[n:18]1. Starting materials: C(C)C1(C(OCC2=C1C=C1C=3N=C4C(=C(C3CN1C2=O)CC[Si](CCC(=O)O)(C)C)C=CC=C4)=O)O (3-{[2-(4-Ethyl-4-hydroxy-3,13-dioxo-3,4,12,13-tetrahydro-1H-2-oxa-6,12a-diaza-dibenzo[b,h]fluoren-11-yl)-ethyl]-dimethyl-silanyl}-propionic acid), Cl.CN(CCCN=C=NCC)C (1-(3-dimethylaminopropyl)-3-ethylcarbodiimide hydrochloride), ON1N=NC2=C1C=CC=C2 (1-hydroxybenzotriazole), CNC (Dimethylamine), C(C)(C)N(CC)C(C)C (diisopropylethylamine). Conditions: time 3 day. The product is C(C)C1(C(OCC2=C1C=C1C=3N=C4C(=C(C3CN1C2=O)CC[Si](CCC(=O)N(C)C)(C)C)C=CC=C4)=O)O (3-{[2-(4-Ethyl-4-hydroxy-3,13-dioxo-3,4,12,13-tetrahydro-1H-2-oxa-6,12a-diaza-dibenzo[b,h]fluoren-11-yl)-ethyl]-dimethyl-silanyl}-N,N-dimethyl-propionamide). As a reaction SMILES: [CH2:1]([C:3]1([OH:36])[C:8]2[CH:9]=[C:10]3[N:18]([C:19](=[O:20])[C:7]=2[CH2:6][O:5][C:4]1=[O:35])[CH2:17][C:16]1[C:15]([CH2:21][CH2:22][Si:23]([CH3:30])([CH3:29])[CH2:24][CH2:25][C:26]([OH:28])=O)=[C:14]2[CH:31]=[CH:32][CH:33]=[CH:34][C:13]2=[N:12][C:11]3=1)[CH3:2].Cl.[CH3:38][N:39](C)[CH2:40]CCN=C=NCC.ON1C2C=CC=CC=2N=N1.CNC.C(N(C(C)C)CC)(C)C>>[CH2:1]([C:3]1([OH:36])[C:8]2[CH:9]=[C:10]3[N:18]([C:19](=[O:20])[C:7]=2[CH2:6][O:5][C:4]1=[O:35])[CH2:17][C:16]1[C:15]([CH2:21][CH2:22][Si:23]([CH3:30])([CH3:29])[CH2:24][CH2:25][C:26]([N:39]([CH3:40])[CH3:38])=[O:28])=[C:14]2[CH:31]=[CH:32][CH:33]=[CH:34][C:13]2=[N:12][C:11]3=1)[CH3:2] |f:1.2|. Procedure details: To a solution of Compound 47 (1 ml) was added 1-(3-dimethylaminopropyl)-3-ethylcarbodiimide hydrochloride (19 mg, 0.099 mmol) and 1-hydroxybenzotriazole (catalytic amount). Dimethylamine (0.04 ml, M=2 in tetrahydrofuran) and diisopropylethylamine (0.1 ml) were added to the above solution at ice bath. The resulted solution was stirred at room temperature for 3 days. The reaction was quenched with 1 N HCl and extracted with dichloromethane. The combined organic extracts were dried over anhydrous s... The reactants are COC=1C=C2CCN(C(C2=CC1)C1=CC(=C(C(=C1)F)F)F)C1=CC=CC=C1 (6-methoxy-2-phenyl-1-(3,4,5-trifluoro-phenyl)-1,2,3,4-tetrahydroisoquinoline), C(Cl)Cl (CH2Cl2). Solvent: CO.C(Cl)Cl (MeOH CH2Cl2). Product: C1(=CC=CC=C1)N1C(C2=CC=C(C=C2CC1)O)C1=CC(=C(C(=C1)F)F)F (2-Phenyl-1-(3,4,5-trifluoro-phenyl)-1,2,3,4-tetrahydroisoquinolin-6-ol). RXN SMILES: C[O:2][C:3]1[CH:4]=[C:5]2[C:10](=[CH:11][CH:12]=1)[CH:9]([C:13]1[CH:18]=[C:17]([F:19])[C:16]([F:20])=[C:15]([F:21])[CH:14]=1)[N:8]([C:22]1[CH:27]=[CH:26][CH:25]=[CH:24][CH:23]=1)[CH2:7][CH2:6]2.C(Cl)Cl>CO.C(Cl)Cl>[C:22]1([N:8]2[CH2:7][CH2:6][C:5]3[C:10](=[CH:11][CH:12]=[C:3]([OH:2])[CH:4]=3)[CH:9]2[C:13]2[CH:18]=[C:17]([F:19])[C:16]([F:20])=[C:15]([F:21])[CH:14]=2)[CH:27]=[CH:26][CH:25]=[CH:24][CH:23]=1 |f:2.3|. Procedure details: The title compound was prepared by analogy to Example 48 except that 6-methoxy-2-phenyl-1-(3,4,5-trifluoro-phenyl)-1,2,3,4-tetrahydroisoquinoline was used instead of 6-methoxy-1-(4-methoxy-phenyl)-2-phenyl-1,2,3,4-tetrahydroisoquinoline, and neat CH2Cl2 to 10% MeOH/CH2Cl2 was used as eluent for flash chromatography purification. The reactants are ClC1=NC(=NC(=C1)Cl)C (4,6-dichloro-2-methylpyrimidine), CC=1N=C(SC1C(=O)O)N (methyl 2-aminothiazol-5-carboxylic acid), [H-].[Na+] (sodium hydride), solution, Cl (hydrochloric acid). Solvent: CN(C(C)=O)C (N,N-dimethylacetamide), O1CCCC1 (tetrahydrofuran). Reaction conditions: time 3 hour. Yields the product CC=1N=C(SC1C(=O)O)NC1=NC(=NC(=C1)Cl)C (methyl 2-(6-chloro-2-methylpyrimidin-4-yl-amino)thiazol-5-carboxylic acid). The yield is 87.3%. Reaction SMILES: Cl[C:2]1[CH:7]=[C:6]([Cl:8])[N:5]=[C:4]([CH3:9])[N:3]=1.[CH3:10][C:11]1[N:12]=[C:13]([NH2:19])[S:14][C:15]=1[C:16]([OH:18])=[O:17].[H-].[Na+].Cl>O1CCCC1.CN(C)C(=O)C>[CH3:10][C:11]1[N:12]=[C:13]([NH:19][C:2]2[CH:7]=[C:6]([Cl:8])[N:5]=[C:4]([CH3:9])[N:3]=2)[S:14][C:15]=1[C:16]([OH:18])=[O:17] |f:2.3|. Procedure: In a reaction flask, 49.49 g 4,6-dichloro-2-methylpyrimidine (0.303 mol), 40.00 g methyl 2-aminothiazol-5-carboxylic acid (0.253 mol), and 200 ml N,N-dimethylacetamide were charged, the temperature was brought to −5° C. and 18.20 g sodium hydride (0.455 mol) in 90 ml tetrahydrofuran were added dropwise and the reaction mixture was kept under these conditions for about three hours. At the end of the reaction, 250 ml of a solution of hydrochloric acid 2N were added, the temperature was brought to ... Conditions: temperature -78 celsius, time 0.5 hour. Reported procedure: To a suspension of lithium aluminum hydride (7.17 g, 189 mmol) in tetrahydrofuran (200 mL) at −78° C. was added drop-wise a solution of 1-(1-methylcyclopropyl)but-3-en-1-one (C51) (15.6 g, 126 mmol) in tetrahydrofuran (100 mL). After the addition, the mixture was stirred at −78° C. for 0.5 hours. The reaction mixture was quenched with water (7 mL) at −78° C., then dichloromethane (100 mL) was added and the mixture was stirred at room temperature for 0.5 hours. The mixture was filtered, the filte... The solvent is O1CCCC1 (tetrahydrofuran), O1CCCC1 (tetrahydrofuran). The reactants are [H-].[Al+3].[Li+].[H-].[H-].[H-] (lithium aluminum hydride), CC1(CC1)C(CC=C)=O (1-(1-methylcyclopropyl)but-3-en-1-one). Yields the product CC1(CC1)C(CC=C)O (1-(1-methylcyclopropyl)but-3-en-1-ol). Reaction SMILES: [H-].[Al+3].[Li+].[H-].[H-].[H-].[CH3:7][C:8]1([C:11](=[O:15])[CH2:12][CH:13]=[CH2:14])[CH2:10][CH2:9]1>O1CCCC1>[CH3:7][C:8]1([CH:11]([OH:15])[CH2:12][CH:13]=[CH2:14])[CH2:10][CH2:9]1 |f:0.1.2.3.4.5|. The reactants are C=CCCCCCC (1-octene), (η5-cyclopentadienyl)titanium trichloride, solution, Mg(butyl)2. The solvent is C1CCCCC1 (cyclohexane), CCCCCCC (n-heptane), C1CCCCC1 (cyclohexane). Conditions: time 20 hour. Product: CCCCCCCC (octane), CC=CCCCCC (2-octene). RXN SMILES: [CH2:1]=[CH:2][CH2:3][CH2:4][CH2:5][CH2:6][CH2:7][CH3:8]>C1CCCCC1.CCCCCCC>[CH3:1][CH2:2][CH2:3][CH2:4][CH2:5][CH2:6][CH2:7][CH3:8].[CH3:1][CH:2]=[CH:3][CH2:4][CH2:5][CH2:6][CH2:7][CH3:8]. Procedure details: 0.12 mmoles of (η5-cyclopentadienyl)titanium trichloride (CpTiCl3; Aldrich commercial product), 20 ml of anhydrous cyclohexane, 0.03 ml of a solution of n-dibutylglima 0.45 M in anhydrous cyclohexane and 0.54 ml of 1 molar Mg(butyl)2 in n-heptane (atomic ratio Mg/Ti=4.5), are charged into a tailed test-tube equipped with a magnetic stirrer, in an atmosphere of argon. The mixture is left under stirring for 20 hours at room temperature (the solution takes on an extremely dark colouring). 18.8 ml o...